From a dataset of the Open Reaction Database (ORD), a public repository of structured organic reaction records. describe an organic reaction: reactants, conditions, products, and yield The reactants are Cl, [H-], CI, [Na+], CN(C)C=O, Cc1cc2c(=O)[nH]c(Cn3cc(CO)c(C(F)(F)F)n3)nc2s1. Product: Cc1cc2c(=O)n(C)c(Cn3cc(CO)c(C(F)(F)F)n3)nc2s1. Reaction SMILES: [ClH:28].[H-:25].[I:26][CH3:27].[Na+:24].[O:29]=[CH:30][N:31]([CH3:32])[CH3:33].[OH:1][CH2:2][c:3]1[c:4]([C:20]([F:21])([F:22])[F:23])[n:5][n:6]([CH2:8][c:9]2[nH:10][c:11](=[O:19])[c:12]3[c:13]([n:14]2)[s:15][c:16]([CH3:18])[cH:17]3)[cH:7]1>>[OH:1][CH2:2][c:3]1[c:4]([C:20]([F:21])([F:22])[F:23])[n:5][n:6]([CH2:8][c:9]2[n:10]([CH3:27])[c:11](=[O:19])[c:12]3[c:13]([n:14]2)[s:15][c:16]([CH3:18])[cH:17]3)[cH:7]1.